Dataset: the Open Reaction Database (ORD), a public repository of structured organic reaction records. Task: describe an organic reaction: reactants, conditions, products, and yield Reactants: [N+](=O)([O-])C1=C(C=CC=C1)SN(CCOS(=O)(=O)C1=CC=C(C=C1)C)CCOS(=O)(=O)C1=CC=C(C=C1)C (N-(2-nitrophenylsulphenyl)-bis[2-(4-toluenesulphonyloxy)-ethyl]amine), C1(CC1)N (cyclopropylamine), C([O-])([O-])=O.[K+].[K+] (potassium carbonate). Solvent: C(C)(C)O (isopropanol). Yields the product C1(CC1)N1CCN(CC1)SC1=C(C=CC=C1)[N+](=O)[O-] (1-Cyclopropyl-4-(2-nitrophenylsulphenyl)-piperazine). RXN SMILES: [N+:1]([C:4]1[CH:9]=[CH:8][CH:7]=[CH:6][C:5]=1[S:10][N:11]([CH2:25][CH2:26]OS(C1C=CC(C)=CC=1)(=O)=O)[CH2:12][CH2:13]OS(C1C=CC(C)=CC=1)(=O)=O)([O-:3])=[O:2].[CH:38]1([NH2:41])[CH2:40][CH2:39]1.C(=O)([O-])[O-].[K+].[K+]>C(O)(C)C>[CH:38]1([N:41]2[CH2:13][CH2:12][N:11]([S:10][C:5]3[CH:6]=[CH:7][CH:8]=[CH:9][C:4]=3[N+:1]([O-:3])=[O:2])[CH2:25][CH2:26]2)[CH2:40][CH2:39]1 |f:2.3.4|. Procedure details: A mixture of 112 g (0.198 mol) of N-(2-nitrophenylsulphenyl)-bis[2-(4-toluenesulphonyloxy)-ethyl]amine, 16.7 g (0.29 mol) of cyclopropylamine and 82 g (0.6 mol) of powdered potassium carbonate in 3.3 l of isopropanol is heated under reflux for 6 hours. Thereafter, the mixture is concentrated in vacuo, the residue is taken up in 550 ml of methylene chloride and the mixture is washed with water, dried with sodium sulphate and concentrated. For purification, the crude product is filtered over 600 g... The reactants are Clc1cccc2cc[nH]c12, Ic1ccccc1. The product is Clc1cccc2ccn(-c3ccccc3)c12. RXN SMILES: [Cl:1][c:2]1[cH:3][cH:4][cH:5][c:6]2[cH:7][cH:8][nH:9][c:10]12.[I:11][c:12]1[cH:13][cH:14][cH:15][cH:16][cH:17]1>>[Cl:1][c:2]1[cH:3][cH:4][cH:5][c:6]2[cH:7][cH:8][n:9](-[c:12]3[cH:13][cH:14][cH:15][cH:16][cH:17]3)[c:10]12.